From a dataset of the Open Reaction Database (ORD), a public repository of structured organic reaction records. describe an organic reaction: reactants, conditions, products, and yield Starting materials: Cl, O=C(NC1CN2CCC1CC2)c1cc2cccc(Br)c2s1, [Na+], [Na+], O=C([O-])[O-], OB(O)c1ccc(N2CCOCC2)cc1, CN(C)C=O. Product: Cl, O=C(NC1CN2CCC1CC2)c1cc2cccc(-c3ccc(N4CCOCC4)cc3)c2s1. Reaction SMILES: [ClH:7].[N:8]12[CH2:9][CH:10]([NH:16][C:17](=[O:18])[c:19]3[s:20][c:21]4[c:22]([cH:23]3)[cH:24][cH:25][cH:26][c:27]4[Br:28])[CH:11]([CH2:12][CH2:13]1)[CH2:14][CH2:15]2.[Na+:1].[Na+:2].[O-:3][C:4](=[O:5])[O-:6].[O:29]1[CH2:30][CH2:31][N:32]([c:35]2[cH:36][cH:37][c:38]([B:41]([OH:42])[OH:43])[cH:39][cH:40]2)[CH2:33][CH2:34]1.[O:44]=[CH:45][N:46]([CH3:47])[CH3:48]>>[ClH:7].[N:8]12[CH2:9][CH:10]([NH:16][C:17](=[O:18])[c:19]3[s:20][c:21]4[c:22]([cH:23]3)[cH:24][cH:25][cH:26][c:27]4-[c:38]3[cH:37][cH:36][c:35]([N:32]4[CH2:31][CH2:30][O:29][CH2:34][CH2:33]4)[cH:40][cH:39]3)[CH:11]([CH2:12][CH2:13]1)[CH2:14][CH2:15]2. Starting materials: [H][H] (hydrogen), Cl.ClC1=CC=C(C=C1)C1(CCN(CC1)CCNC(C1=C(C=CC=C1)[N+](=O)[O-])=O)O (N-{2-[4-(4-chlorophenyl)-4-hydroxy-1-piperidinyl]ethyl}-2-nitrobenzamide hydrochloride), O1CCCC1 (tetrahydrofuran), dioxide. Solvent: CO (methanol). The product is O.Cl.Cl.NC1=C(C(=O)NCCN2CCC(CC2)(O)C2=CC=C(C=C2)Cl)C=CC=C1.NC1=C(C(=O)NCCN2CCC(CC2)(C2=CC=C(C=C2)Cl)O)C=CC=C1.Cl.Cl (2-amino-N-{2-[4-(4-chlorophenyl)-4-hydroxy-1-piperidinyl]ethyl}benzamide dihydrochloride hemihydrate). As a reaction SMILES: [ClH:1].[Cl:2][C:3]1[CH:8]=[CH:7][C:6]([C:9]2([OH:29])[CH2:14][CH2:13][N:12]([CH2:15][CH2:16][NH:17][C:18](=[O:28])[C:19]3[CH:24]=[CH:23][CH:22]=[CH:21][C:20]=3[N+:25]([O-])=[O:26])[CH2:11][CH2:10]2)=[CH:5][CH:4]=1.O1CCCC1.[H][H]>CO>[OH2:26].[ClH:2].[ClH:1].[NH2:25][C:20]1[CH:21]=[CH:22][CH:23]=[CH:24][C:19]=1[C:18]([NH:17][CH2:16][CH2:15][N:12]1[CH2:13][CH2:14][C:9]([C:6]2[CH:5]=[CH:4][C:3]([Cl:2])=[CH:8][CH:7]=2)([OH:29])[CH2:10][CH2:11]1)=[O:28].[NH2:25][C:20]1[CH:21]=[CH:22][CH:23]=[CH:24][C:19]=1[C:18]([NH:17][CH2:16][CH2:15][N:12]1[CH2:13][CH2:14][C:9]([OH:29])([C:6]2[CH:5]=[CH:4][C:3]([Cl:2])=[CH:8][CH:7]=2)[CH2:10][CH2:11]1)=[O:28].[ClH:2].[ClH:2] |f:0.1,5.6.7.8.9.10.11|. Procedure: A mixture of 3.5 parts of N-{2-[4-(4-chlorophenyl)-4-hydroxy-1-piperidinyl]ethyl}-2-nitrobenzamide hydrochloride, 90 parts of tetrahydrofuran and 40 parts of methanol is hydrogenerated at normal pressure and at room temperature with 0.2 parts of platinium dioxide. After the calculated amount of hydrogen is taken up, the catalyst is filtered off and the filtrate is evaporated. The residue is converted into the hydrochloride salt in 2-propanol and 2,2'-oxybispropane. The salt is filtered off and d... As a reaction SMILES: [Cl:1][C:2]1[CH:7]=[CH:6][C:5]([C@H:8]([NH:11][CH:12]=O)[CH2:9][CH3:10])=[C:4]([F:14])[C:3]=1[C:15]([C:17]1[CH:18]=[N:19][CH:20]=[CH:21][CH:22]=1)=[O:16].N1CCNCC1>C1COCC1>[Cl:1][C:2]1[C:3]([CH:15]([C:17]2[CH:18]=[N:19][CH:20]=[CH:21][CH:22]=2)[OH:16])=[C:4]([F:14])[C:5]([C@H:8]([NH:11][CH3:12])[CH2:9][CH3:10])=[CH:6][CH:7]=1. The product is ClC1=CC=C(C(=C1C(O)C=1C=NC=CC1)F)[C@@H](CC)NC ({6-chloro-2-fluoro-3-[(1R)-1-(methylamino)propyl]-phenyl}(pyridin-3-yl)methanol). The reactants are ClC1=C(C(=C(C=C1)[C@@H](CC)NC=O)F)C(=O)C=1C=NC=CC1 (N-[(1R)-1-{4-chloro-2-fluoro-3-[(pyridin-3-yl)carbonyl]phenyl}propyl]formamide), N1CCNCC1 (piperazine). Conditions: temperature 50 celsius, time 8 hour. Run in C1CCOC1 (THF), C1CCOC1 (THF). Procedure: Step 2 To a stirred solution of N-[(1R)-1-{4-chloro-2-fluoro-3-[(pyridin-3-yl)carbonyl]phenyl}propyl]formamide (0.128 g, 0.399 mmol) in THF (2 mL) at room temperature was added BH3 in THF (1 M soln, 0.998 mL, 0.998 mmol) dropwise. The mixture was stirred at 50° C. overnight before it was quenched at 0° C. by the addition of excess MeOH followed by piperazine (0.352 g, 4.09 mmol). The mixture was stirred at room temperature for 1 hour before the solvents were removed under vacuum. The residue was... Starting materials: CC(C)(C)OC(=O)NC(CC(F)(F)F)C(O)C(N)=O, CS(C)=O. The product is CC(C)(C)OC(=O)NC(CC(F)(F)F)C(=O)C(N)=O. RXN SMILES: [C:1]([CH3:2])([CH3:3])([CH3:4])[O:5][C:6](=[O:7])[NH:8][CH:9]([CH:10]([C:11](=[O:12])[NH2:13])[OH:14])[CH2:15][C:16]([F:17])([F:18])[F:19].[CH3:20][S:21]([CH3:22])=[O:23]>>[C:1]([CH3:2])([CH3:3])([CH3:4])[O:5][C:6](=[O:7])[NH:8][CH:9]([C:10]([C:11](=[O:12])[NH2:13])=[O:14])[CH2:15][C:16]([F:17])([F:18])[F:19]. Reactants: COc1cc(N2CCN(CCS(C)(=O)=O)CC2)c(C)cc1N, C[O-], CC(C)O, COc1ccc(-c2nc3ccccn3c2-c2ccnc(Cl)n2)cc1C(=O)Nc1c(F)cccc1F, ClCCl, [Na+], Cc1ccc(S(=O)(=O)O)cc1. The product is COc1cc(N2CCN(CCS(C)(=O)=O)CC2)c(C)cc1Nc1nccc(-c2c(-c3ccc(OC)c(C(=O)Nc4c(F)cccc4F)c3)nc3ccccn23)n1. RXN SMILES: [CH3:36][c:37]1[c:38]([N:46]2[CH2:47][CH2:48][N:49]([CH2:52][CH2:53][S:54](=[O:55])(=[O:56])[CH3:57])[CH2:50][CH2:51]2)[cH:39][c:40]([O:44][CH3:45])[c:41]([NH2:42])[cH:43]1.[CH3:69][O-:70].[CH:75]([OH:76])([CH3:77])[CH3:78].[Cl:1][c:2]1[n:3][cH:4][cH:5][c:6](-[c:8]2[c:9](-[c:17]3[cH:18][cH:19][c:20]([O:34][CH3:35])[c:21]([C:22](=[O:23])[NH:24][c:25]4[c:26]([F:32])[cH:27][cH:28][cH:29][c:30]4[F:31])[cH:33]3)[n:10][c:11]3[n:12]2[cH:13][cH:14][cH:15][cH:16]3)[n:7]1.[Cl:72][CH2:73][Cl:74].[Na+:71].[c:58]1([CH3:59])[cH:60][cH:61][c:62]([S:63]([OH:64])(=[O:65])=[O:66])[cH:67][cH:68]1>>[c:2]1([NH:42][c:41]2[c:40]([O:44][CH3:45])[cH:39][c:38]([N:46]3[CH2:47][CH2:48][N:49]([CH2:52][CH2:53][S:54](=[O:55])(=[O:56])[CH3:57])[CH2:50][CH2:51]3)[c:37]([CH3:36])[cH:43]2)[n:3][cH:4][cH:5][c:6](-[c:8]2[c:9](-[c:17]3[cH:18][cH:19][c:20]([O:34][CH3:35])[c:21]([C:22](=[O:23])[NH:24][c:25]4[c:26]([F:32])[cH:27][cH:28][cH:29][c:30]4[F:31])[cH:33]3)[n:10][c:11]3[n:12]2[cH:13][cH:14][cH:15][cH:16]3)[n:7]1. The reactants are [Br-], Brc1ccccc1, C=CC(=O)OCC, Clc1ccccc1, [I-], Ic1ccccc1. Product: CCOC(=O)C=Cc1ccccc1. As a reaction SMILES: [Br-:2].[Br:10][c:11]1[cH:12][cH:13][cH:14][cH:15][cH:16]1.[C:17]([CH:18]=[CH2:19])(=[O:20])[O:21][CH2:22][CH3:23].[Cl:24][c:25]1[cH:26][cH:27][cH:28][cH:29][cH:30]1.[I-:1].[I:3][c:4]1[cH:5][cH:6][cH:7][cH:8][cH:9]1>>[c:4]1([CH:19]=[CH:18][C:17](=[O:20])[O:21][CH2:22][CH3:23])[cH:5][cH:6][cH:7][cH:8][cH:9]1. Product: C1(=CC=CC=C1)S(=O)(=O)N1N=CC=2C(=CC(=CC12)C1=C2C(=NC=C1)N(C=C2)S(=O)(=O)C2=CC=CC=C2)N (1-(Phenylsulfonyl)-6-[1-(phenylsulfonyl)-1H-pyrrolo[2,3-b]pyridin-4-yl]-1H-indazol-4-amine). Reaction conditions: temperature 100 celsius. Reagents/catalysts: C=1C=CC(=CC1)[P](C=2C=CC=CC2)(C=3C=CC=CC3)[Pd]([P](C=4C=CC=CC4)(C=5C=CC=CC5)C=6C=CC=CC6)([P](C=7C=CC=CC7)(C=8C=CC=CC8)C=9C=CC=CC9)[P](C=1C=CC=CC1)(C=1C=CC=CC1)C=1C=CC=CC1 (Pd(Ph3P)4). Reactants: BrC1=C2C(=NC=C1)N(C=C2)S(=O)(=O)C2=CC=CC=C2 (4-Bromo-1-(phenylsulfonyl)-1H-pyrrolo[2,3-b]pyridine), C1(=CC=CC=C1)S(=O)(=O)N1N=CC=2C(=CC(=CC12)[Sn](C)(C)C)N (1-(phenylsulfonyl)-6-(trimethylstannanyl)-1H-indazol-4-amine). Procedure details: 4-Bromo-1-(phenylsulfonyl)-1H-pyrrolo[2,3-b]pyridine (1.546 g, 4.59 mmol), 1-(phenylsulfonyl)-6-(trimethylstannanyl)-1H-indazol-4-amine (2 g, 4.59 mmol) and Pd(Ph3P)4 (0.265 g, 0.229 mmol) were added to N,N-dimethylformamide (30 mL) under nitrogen. The mixture was heated at 100° C. for 2 days then cooled at room temperature and concentrated in vacuo. The mixture was purified by column chromatography on silica (70 g) eluting with ammonia and methanol in DCM, then again using the Companion and elu... Solvent: CN(C=O)C (N,N-dimethylformamide). Yield: 27.3%. Reaction SMILES: Br[C:2]1[CH:7]=[CH:6][N:5]=[C:4]2[N:8]([S:11]([C:14]3[CH:19]=[CH:18][CH:17]=[CH:16][CH:15]=3)(=[O:13])=[O:12])[CH:9]=[CH:10][C:3]=12.[C:20]1([S:26]([N:29]2[C:37]3[CH:36]=[C:35]([Sn](C)(C)C)[CH:34]=[C:33]([NH2:42])[C:32]=3[CH:31]=[N:30]2)(=[O:28])=[O:27])[CH:25]=[CH:24][CH:23]=[CH:22][CH:21]=1>C1C=CC([P]([Pd]([P](C2C=CC=CC=2)(C2C=CC=CC=2)C2C=CC=CC=2)([P](C2C=CC=CC=2)(C2C=CC=CC=2)C2C=CC=CC=2)[P](C2C=CC=CC=2)(C2C=CC=CC=2)C2C=CC=CC=2)(C2C=CC=CC=2)C2C=CC=CC=2)=CC=1.CN(C)C=O>[C:20]1([S:26]([N:29]2[C:37]3[CH:36]=[C:35]([C:2]4[CH:7]=[CH:6][N:5]=[C:4]5[N:8]([S:11]([C:14]6[CH:19]=[CH:18][CH:17]=[CH:16][CH:15]=6)(=[O:13])=[O:12])[CH:9]=[CH:10][C:3]=45)[CH:34]=[C:33]([NH2:42])[C:32]=3[CH:31]=[N:30]2)(=[O:27])=[O:28])[CH:21]=[CH:22][CH:23]=[CH:24][CH:25]=1 |^1:46,48,67,86|. Starting materials: N(=[N+]=[N-])CC1OC2=C(C1)C=CC(=C2C2=C(C=CC=C2)Cl)Cl ((±)-2-(azidomethyl)-7-(2-chlorophenyl)-6-chloro-2,3-dihydro-1-benzofuran), hydrochloride salt, C1(=CC=CC=C1)P(C1=CC=CC=C1)C1=CC=CC=C1 (triphenylphosphine). Solvent: O1CCCC1 (tetrahydrofuran). Yields the product ClC1=C(C2=C(CC(O2)CN)C=C1)C1=C(C=CC=C1)Cl ((±)-{[6-chloro-7-(2-chlorophenyl)-2,3-dihydro-1-benzofuran-2-yl]methyl}amine). Yield: 28.5%. RXN SMILES: [N:1]([CH2:4][CH:5]1[CH2:9][C:8]2[CH:10]=[CH:11][C:12]([Cl:21])=[C:13]([C:14]3[CH:19]=[CH:18][CH:17]=[CH:16][C:15]=3[Cl:20])[C:7]=2[O:6]1)=[N+]=[N-].C1(P(C2C=CC=CC=2)C2C=CC=CC=2)C=CC=CC=1>O1CCCC1>[Cl:21][C:12]1[CH:11]=[CH:10][C:8]2[CH2:9][CH:5]([CH2:4][NH2:1])[O:6][C:7]=2[C:13]=1[C:14]1[CH:19]=[CH:18][CH:17]=[CH:16][C:15]=1[Cl:20]. Procedure: Treatment of 1-bromo-2-chlorobenzene (5.0 g, 26.88 mmol) with (2-chloro-6-methyoxyphenyl)boronic acid (15.6 g, 80.64 mol) generally according to the procedure described for Intermediate 37 afforded 5.0 g (73%) of 6-chloro-2′-chlorobiphenyl-2-yl methyl ether. Treatment of 6-chloro-2′-methylbiphenyl-2-yl methyl ether with hydrogen bromide (60 mL, 30 wt. % in acetic acid) generally according to the procedure described for Example 395 afforded a brown oil. The oil was reacted with sodium hydride (1....